This data is from the Open Reaction Database (ORD), a public repository of structured organic reaction records. The task is: describe an organic reaction: reactants, conditions, products, and yield Starting materials: [N-]=[N+]=[N-].[Na+] (sodium azide), COC1=C(C=CC=C1)C1(C2CN(CC2CC(C1)CS(=O)(=O)C1=CC=C(C)C=C1)C(CC1=C(C=CC=C1)OC)=O)O ((3aRS,4RS,6SR,7aSR)-4-(2-methoxyphenyl)-2-[(2-methoxyphenyl)acetyl]-6-tosylmethylperhydroisoindol-4-ol). Solvent: CN(C=O)C (dimethylformamide), O (water). Run at temperature 50 celsius, time 48 hour. Yields the product N(=[N+]=[N-])CC1CC(C2CN(CC2C1)C(CC1=C(C=CC=C1)OC)=O)(O)C1=C(C=CC=C1)OC ((3aRS,4RS,6SR,7aSR)-6-azidomethyl-4-(2-methoxyphenyl)-2-[(2-methoxyphenyl)acetyl]perhydroisoindol-4-ol). Isolated yield 98.6%. Reaction SMILES: [N-:1]=[N+:2]=[N-:3].[Na+].[CH3:5][O:6][C:7]1[CH:12]=[CH:11][CH:10]=[CH:9][C:8]=1[C:13]1([OH:44])[CH2:21][CH:20]([CH2:22]S(C2C=CC(C)=CC=2)(=O)=O)[CH2:19][CH:18]2[CH:14]1[CH2:15][N:16]([C:33](=[O:43])[CH2:34][C:35]1[CH:40]=[CH:39][CH:38]=[CH:37][C:36]=1[O:41][CH3:42])[CH2:17]2>CN(C)C=O.O>[N:1]([CH2:22][CH:20]1[CH2:19][CH:18]2[CH:14]([CH2:15][N:16]([C:33](=[O:43])[CH2:34][C:35]3[CH:40]=[CH:39][CH:38]=[CH:37][C:36]=3[O:41][CH3:42])[CH2:17]2)[C:13]([C:8]2[CH:9]=[CH:10][CH:11]=[CH:12][C:7]=2[O:6][CH3:5])([OH:44])[CH2:21]1)=[N+:2]=[N-:3] |f:0.1|. Procedure details: 0.35 g of sodium azide is added to a solution of 2.03 g of (3aRS,4RS,6SR,7aSR)-4-(2-methoxyphenyl)-2-[(2-methoxyphenyl)acetyl]-6-tosylmethylperhydroisoindol-4-ol in 10 cm3 of dimethylformamide. The reaction mixture is heated at 50° C. for 8 hours and stirred at 20° C. for 48 hours and then diluted with 150 cm3 of water and subjected to extraction twice with 40 cm3 of ethyl acetate. The organic phase is washed with 50 cm3 of water, dried over magnesium sulphate and then concentrated to dryness un... Reactants: OC(C(C)C)(C=1N=CN(C1)C(C1=CC=CC=C1)(C1=CC=CC=C1)C1=CC=CC=C1)C1=CC=C(C=C1)C=1C=NC=C(C(=O)NC)C1 (5-{4-[1-hydroxy-2-methyl-1-(1-trityl-1H-imidazol-4-yl)propyl]phenyl}-N-methylnicotinamide), Cl.N1=CC=CC=C1 (pyridine hydrochloride). Product: OC(C(C)C)(C=1N=CNC1)C1=CC=C(C=C1)C=1C=NC=C(C(=O)NC)C1 (5-{4-[1-hydroxy-1-(1H-imidazol-4-yl)-2-methylpropyl]phenyl}-N-methylnicotinamide). Yield: 42.3%. RXN SMILES: [OH:1][C:2]([C:30]1[CH:35]=[CH:34][C:33]([C:36]2[CH:37]=[N:38][CH:39]=[C:40]([CH:45]=2)[C:41]([NH:43][CH3:44])=[O:42])=[CH:32][CH:31]=1)([C:6]1[N:7]=[CH:8][N:9](C(C2C=CC=CC=2)(C2C=CC=CC=2)C2C=CC=CC=2)[CH:10]=1)[CH:3]([CH3:5])[CH3:4].Cl.N1C=CC=CC=1>>[OH:1][C:2]([C:30]1[CH:31]=[CH:32][C:33]([C:36]2[CH:37]=[N:38][CH:39]=[C:40]([CH:45]=2)[C:41]([NH:43][CH3:44])=[O:42])=[CH:34][CH:35]=1)([C:6]1[N:7]=[CH:8][NH:9][CH:10]=1)[CH:3]([CH3:5])[CH3:4] |f:1.2|. Reported procedure: By the reaction in the same manner as in Example 4-(iii) using 5-{4-[1-hydroxy-2-methyl-1-(1-trityl-1H-imidazol-4-yl)propyl]phenyl}-N-methylnicotinamide (1.44 g) and pyridine hydrochloride (466 mg), the title compound (360 mg) was obtained as a colorless amorphous powder. Reactants: CN(C=O)C (N,N-dimethylformamide), C.ClCCl (dichloromethane methane), P(=O)(Cl)(Cl)Cl (phosphoryl chloride), COC(C1=C(C(=CC(=C1)OC)OC)C)=O (3,5-dimethoxy-2-methylbenzoic acid methyl ester), ice water. Run in ClCCl (dichloromethane). Reaction conditions: time 1.5 hour. The product is COC(C1=C(C(=CC(=C1C)OC)OC)C=O)=O (2-formyl-3,5-dimethoxy-6-methylbenzoic acid methyl ester). RXN SMILES: CN(C)[CH:3]=[O:4].C.ClCCl.P(Cl)(Cl)(Cl)=O.[CH3:15][O:16][C:17](=[O:29])[C:18]1[CH:23]=[C:22]([O:24][CH3:25])[CH:21]=[C:20]([O:26][CH3:27])[C:19]=1[CH3:28]>ClCCl>[CH3:15][O:16][C:17](=[O:29])[C:18]1[C:19]([CH3:28])=[C:20]([O:26][CH3:27])[CH:21]=[C:22]([O:24][CH3:25])[C:23]=1[CH:3]=[O:4] |f:1.2|. Reported procedure: To a solution of 340 ml of N,N-dimethylformamide in 11 of dichloromethane methane were added slowly 404 ml of phosphoryl chloride. The solution was stirred for 1.5 h at room temperature, and then, a solution of 618 g of 3,5-dimethoxy-2-methylbenzoic acid methyl ester in 200 ml of dichloromethane was added within 10 min. The mixture was heated for 72 h at reflux temperature. After cooling, the mixture was slowly poured into 3 l of ice-water and subsequently extracted with 3.6 1 of dichloromethane... Reactants: CCOC(=O)C(OC)C(O)c1ccc(OCc2ccccc2)cc1Cl, CN(C)c1ccncc1, CO, ClCCl, CS(=O)(=O)Cl. Product: CCOC(=O)C(Cc1ccc(OCc2ccccc2)cc1Cl)OC. Reaction SMILES: [CH2:1]([CH3:2])[O:3][C:4]([CH:5]([CH:6]([OH:7])[c:8]1[c:9]([Cl:22])[cH:10][c:11]([O:14][CH2:15][c:16]2[cH:17][cH:18][cH:19][cH:20][cH:21]2)[cH:12][cH:13]1)[O:23][CH3:24])=[O:25].[CH3:31][N:32]([c:33]1[cH:34][cH:35][n:36][cH:37][cH:38]1)[CH3:39].[CH3:43][OH:44].[Cl:40][CH2:41][Cl:42].[S:26]([Cl:27])([CH3:28])(=[O:29])=[O:30]>>[CH2:1]([CH3:2])[O:3][C:4]([CH:5]([CH2:6][c:8]1[c:9]([Cl:22])[cH:10][c:11]([O:14][CH2:15][c:16]2[cH:17][cH:18][cH:19][cH:20][cH:21]2)[cH:12][cH:13]1)[O:23][CH3:24])=[O:25]. The reactants are CCOC(=O)C(C)(F)C(=O)O, NC1C(=O)N(CCOCc2ccccc2)c2ccccc2-c2ccccc21. Product: CCOC(=O)C(C)(F)C(=O)NC1C(=O)N(CCOCc2ccccc2)c2ccccc2-c2ccccc21. Reaction SMILES: [CH2:28]([CH3:29])[O:30][C:31]([C:32]([C:33](=[O:34])[OH:35])([CH3:36])[F:37])=[O:38].[NH2:1][CH:2]1[c:3]2[c:4]([cH:24][cH:25][cH:26][cH:27]2)-[c:5]2[c:6]([cH:20][cH:21][cH:22][cH:23]2)[N:7]([CH2:10][CH2:11][O:12][CH2:13][c:14]2[cH:15][cH:16][cH:17][cH:18][cH:19]2)[C:8]1=[O:9]>>[NH:1]([CH:2]1[c:3]2[c:4]([cH:24][cH:25][cH:26][cH:27]2)-[c:5]2[c:6]([cH:20][cH:21][cH:22][cH:23]2)[N:7]([CH2:10][CH2:11][O:12][CH2:13][c:14]2[cH:15][cH:16][cH:17][cH:18][cH:19]2)[C:8]1=[O:9])[C:33]([C:32]([C:31]([O:30][CH2:28][CH3:29])=[O:38])([CH3:36])[F:37])=[O:34]. Starting materials: O=S(Cl)Cl (SOCl2), IC1=C(C(=O)N)C=C(C=C1)OCCC (2-iodo-5-propoxy-benzamide), O (water). Run in CN(C)C=O (DMF). Run at temperature 115 celsius, time 1 hour. Yields the product IC1=C(C=C(C=C1)OCCC)C#N (1-Iodo-2-cyano-4-propoxy-benzene). RXN SMILES: O=S(Cl)Cl.[I:5][C:6]1[CH:14]=[CH:13][C:12]([O:15][CH2:16][CH2:17][CH3:18])=[CH:11][C:7]=1[C:8]([NH2:10])=O.O>CN(C=O)C>[I:5][C:6]1[CH:14]=[CH:13][C:12]([O:15][CH2:16][CH2:17][CH3:18])=[CH:11][C:7]=1[C:8]#[N:10]. Procedure details: 1.67 mL (22.9 mmol) SOCl2 are added to 1.40 g (4.59 mmol) 2-iodo-5-propoxy-benzamide (XXIX.1) in 40 mL DMF. The mixture is stirred at 115° C. for 1 h. After that time, water is added and the mixture is extracted with EtOAc (3×). The combined organic layers are washed with water and brine, dried over sodium sulphate and the solvent is removed in vacuo. The crude product is purified by column chromatography (silica gel, heptane/EtOAc 100/0→60/40). Reactants: COC(=O)C=1C=C2C(CC(NC2=CC1)C1=CC(=CC=C1)Br)(C)C (2-(3-bromo-phenyl)-4,4-dimethyl-1,2,3,4-tetrahydro-quinoline-6-carboxylic acid methyl ester), N1CCOCC1 (morpholine), Cl.CN(CC(=O)O)C (N,N-dimethylglycine hydrochloride), C([O-])([O-])=O.[K+].[K+] (potassium carbonate). The reagents and catalysts are [Cu]I (copper(I) iodide). Solvent: CS(=O)C (dimethyl sulfoxide). Yields the product COC(=O)C=1C=C2C(CC(NC2=CC1)C1=CC(=CC=C1)N1CCOCC1)(C)C (4,4-dimethyl-2-(3-morpholin-4-yl-phenyl)-1,2,3,4-tetrahydro-quinoline-6-carboxylic acid methyl ester). Isolated yield 79.7%. Reaction SMILES: [CH3:1][O:2][C:3]([C:5]1[CH:6]=[C:7]2[C:12](=[CH:13][CH:14]=1)[NH:11][CH:10]([C:15]1[CH:20]=[CH:19][CH:18]=[C:17](Br)[CH:16]=1)[CH2:9][C:8]2([CH3:23])[CH3:22])=[O:4].[NH:24]1[CH2:29][CH2:28][O:27][CH2:26][CH2:25]1.Cl.CN(C)CC(O)=O.C(=O)([O-])[O-].[K+].[K+]>CS(C)=O.[Cu]I>[CH3:1][O:2][C:3]([C:5]1[CH:6]=[C:7]2[C:12](=[CH:13][CH:14]=1)[NH:11][CH:10]([C:15]1[CH:20]=[CH:19][CH:18]=[C:17]([N:24]3[CH2:29][CH2:28][O:27][CH2:26][CH2:25]3)[CH:16]=1)[CH2:9][C:8]2([CH3:23])[CH3:22])=[O:4] |f:2.3,4.5.6|. Procedure details: A mixture solution of 2-(3-bromo-phenyl)-4,4-dimethyl-1,2,3,4-tetrahydro-quinoline-6-carboxylic acid methyl ester (11.2 g, 30.0 mmol), morpholine (26.0 mL, 294.0 mmol), copper(I) iodide (3.4 g, 18.0 mmol), N,N-dimethylglycine hydrochloride (3.4 g, 24.0 mmol), and potassium carbonate (12.4 g, 90.0 mmol) in dimethyl sulfoxide (65 mL) was stirred at 120° C. for 16 h. Then the reaction mixture was cooled to room temperature. The reaction mixture was extracted with ethyl acetate (200 mL×2), washed wi... Starting materials: C(C1=CC=CC=C1)OC1=CC=C(C=C1)C1=CNC=2N=CN=C(C21)N (5-(4-benzyloxy-phenyl)-7H-pyrrolo[2,3-d]pyrimidin-4-yl-amine), C(C1=CC=CC=C1)OC=1C=C(C=CC1)C1=CNC=2N=CN=C(C21)N (5-(3-benzyloxy-phenyl)-7H-pyrrolo[2,3-d]pyrimidin-4-yl-amine), C(C)(C)(C)OC(=O)N1CC(CC1)CS(=O)(=O)C1=CC=C(C=C1)C (3-(toluene-4-sulfonylmethyl)-pyrrolidine-carboxylic acid tert-butyl ester). The product is C(C)(C)(C)OC(=O)N1CC(CC1)N1C=C(C2=C1N=CN=C2N)C2=CC(=CC=C2)OC (3-[4-Amino-5-(3-methoxy-phenyl)-pyrrolo[2,3-d]pyrimidin-7-yl1-pyrrolidine-1-carboxylic acid tert-butyl ester). As a reaction SMILES: C(OC1C=CC(C2C3C(N)=NC=NC=3NC=2)=CC=1)C1C=CC=CC=1.[CH2:25]([O:32][C:33]1[CH:34]=[C:35]([C:39]2[C:47]3[C:46]([NH2:48])=[N:45][CH:44]=[N:43][C:42]=3[NH:41][CH:40]=2)[CH:36]=[CH:37][CH:38]=1)C1C=CC=CC=1.[C:49]([O:53][C:54]([N:56]1[CH2:60][CH2:59][CH:58](CS(C2C=CC(C)=CC=2)(=O)=O)[CH2:57]1)=[O:55])([CH3:52])([CH3:51])[CH3:50]>>[C:49]([O:53][C:54]([N:56]1[CH2:60][CH2:59][CH:58]([N:41]2[C:42]3[N:43]=[CH:44][N:45]=[C:46]([NH2:48])[C:47]=3[C:39]([C:35]3[CH:36]=[CH:37][CH:38]=[C:33]([O:32][CH3:25])[CH:34]=3)=[CH:40]2)[CH2:57]1)=[O:55])([CH3:52])([CH3:50])[CH3:51]. Procedure: Examples 63 and 64 are prepared analogously to Example 20/21 starting from 5-(4-benzyloxy-phenyl)-7H-pyrrolo[2,3-d]pyrimidin-4-yl-amine or 5-(3-benzyloxy-phenyl)-7H-pyrrolo[2,3-d]pyrimidin-4-yl-amine and 3-(toluene-4-sulfonylmethyl)-pyrrolidine-carboxylic acid tert-butyl ester.